From a dataset of the Open Reaction Database (ORD), a public repository of structured organic reaction records. describe an organic reaction: reactants, conditions, products, and yield Reactants: O1CCCC1.B (borane tetrahydrofuran), ClC1=C(C(=O)N)C=CC(=C1F)F (2-Chloro-3,4-difluorobenzamide), Cl (hydrogen chloride). Run in O1CCCC1 (tetrahydrofuran). Conditions: temperature 70 celsius, time 18 hour. Product: Cl.ClC1=C(C=CC(=C1F)F)CN ([(2-chloro-3,4-difluorophenyl)methyl]amine hydrochloride). Yield: 67.2%. Reaction SMILES: [Cl:1][C:2]1[C:10]([F:11])=[C:9]([F:12])[CH:8]=[CH:7][C:3]=1[C:4]([NH2:6])=O.O1CCCC1.B.Cl>O1CCCC1>[ClH:1].[Cl:1][C:2]1[C:10]([F:11])=[C:9]([F:12])[CH:8]=[CH:7][C:3]=1[CH2:4][NH2:6] |f:1.2,5.6|. Reported procedure: 2-Chloro-3,4-difluorobenzamide (11.85 g, 62 mmol) was dissolved in tetrahydrofuran (200 ml) and treated with 1M borane tetrahydrofuran (247 ml, 247 mmol). The mixture was heated to 70° C. and stirred for 18 hrs. The mixture was then cooled in an ice-water bath and concentrated aqueous hydrogen chloride (150 ml) was added dropwise. Heating, with stirring, at 70° C. was then resumed for a further 2 hrs. The mixture was then allowed to cool and the solvent was evaporated in vacuo. The residue was p...